describe an organic reaction: reactants, conditions, products, and yield From a dataset of the Open Reaction Database (ORD), a public repository of structured organic reaction records. Reactants: CC1=CC=C(C=C1)S(=O)(=O)OCCOCCOCC#C (2-(2-(prop-2-ynyloxy)ethoxy)ethyl 4-methylbenzenesulfonate), NC1=CC=CC=C1 (aniline). The product is C(C#C)OCCOCCNC1=CC=CC=C1 (N-(2-(2-(prop-2-ynyloxy)ethoxy)ethyl)aniline). The yield is 53.1%. As a reaction SMILES: CC1C=CC(S(O[CH2:12][CH2:13][O:14][CH2:15][CH2:16][O:17][CH2:18][C:19]#[CH:20])(=O)=O)=CC=1.[NH2:21][C:22]1[CH:27]=[CH:26][CH:25]=[CH:24][CH:23]=1>>[CH2:18]([O:17][CH2:16][CH2:15][O:14][CH2:13][CH2:12][NH:21][C:22]1[CH:27]=[CH:26][CH:25]=[CH:24][CH:23]=1)[C:19]#[CH:20]. Procedure: 2-(2-(prop-2-ynyloxy)ethoxy)ethyl 4-methylbenzenesulfonate (s-8)2 (100 mg, 0.335 mmol, 0.31 equiv.) was dissolved in aniline (102 mg, 1.10 mmol, 1 equiv.). The reaction was allowed to proceed at 100° C. in a sealed reaction vessel for 5 hours, after which time it was chromatographed (Silica Gel, 25 g RediSep pre-packed column, 0% EtOAc:Hexanes→20% EtOAc:Hexanes) to yield N-(2-(2-(prop-2-ynyloxy)ethoxy)ethyl)aniline (s-9) as a brown oil (39.0 mg, 53.1%). IR (thin film) 3393 (m), 3278 (m), 3052 (w... The reactants are CCOC(=O)C(C)(Cc1ccc(OCc2ccccc2)cc1)OCC, CCOC(C)=O. Yields the product CCOC(=O)C(C)(Cc1ccc(O)cc1)OCC. Reaction SMILES: [CH2:1]([CH3:2])[O:3][C:4]([C:5]([CH2:6][c:7]1[cH:8][cH:9][c:10]([O:13][CH2:14][c:15]2[cH:16][cH:17][cH:18][cH:19][cH:20]2)[cH:11][cH:12]1)([CH3:21])[O:22][CH2:23][CH3:24])=[O:25].[CH3:26][CH2:27][O:28][C:29](=[O:30])[CH3:31]>>[CH2:1]([CH3:2])[O:3][C:4]([C:5]([CH2:6][c:7]1[cH:8][cH:9][c:10]([OH:13])[cH:11][cH:12]1)([CH3:21])[O:22][CH2:23][CH3:24])=[O:25].